This data is from the Open Reaction Database (ORD), a public repository of structured organic reaction records. The task is: describe an organic reaction: reactants, conditions, products, and yield Procedure details: 1 -Cyano-4-[(2-propynyloxy)methoxy]benzene (Intermediate II-i) (9.4 g, 0.05 mol) prepared in the above example 4 and 48% w/v aqueous sodium hydroxide solution (11.3 g) were added to methanol (75 g). Iodine (14.0 g, 0.055 mol) was then added to the solution in several portions while maintaining the inner temperature below 10° C. The reaction mixture was stirred for further 3 hours and the solvent was then evaporated off. The residue was extracted with toluene (10 ml) and the toluene layer was was... Run at time 3 hour. Starting materials: C(#N)C1=CC=C(C=C1)OCOCC#C (1 -Cyano-4-[(2-propynyloxy)methoxy]benzene), product, product, [OH-].[Na+] (sodium hydroxide), II (Iodine). Run in CO (methanol). RXN SMILES: [C:1]([C:3]1[CH:8]=[CH:7][C:6]([O:9][CH2:10][O:11][CH2:12][C:13]#[CH:14])=[CH:5][CH:4]=1)#[N:2].[OH-].[Na+].[I:17]I>CO>[C:1]([C:3]1[CH:4]=[CH:5][C:6]([O:9][CH2:10][O:11][CH2:12][C:13]#[C:14][I:17])=[CH:7][CH:8]=1)#[N:2] |f:1.2|. Yields the product C(#N)C1=CC=C(C=C1)OCOCC#CI (1-cyano-4-[[(3-iodo-2-propynyl)oxy]methoxy]benzene). The yield is 80.5%. Reactants: COC(=O)c1ccc(Br)cc1F, COCCOC, CCCCCC, CCOC(C)=O, N#C[Cu], O. Yields the product COC(=O)c1ccc(C#N)cc1F. As a reaction SMILES: [Br:1][c:2]1[cH:3][c:4]([F:12])[c:5]([C:6](=[O:7])[O:8][CH3:9])[cH:10][cH:11]1.[CH3:16][O:17][CH2:18][CH2:19][O:20][CH3:21].[CH3:22][CH2:23][CH2:24][CH2:25][CH2:26][CH3:27].[CH3:28][CH2:29][O:30][C:31]([CH3:32])=[O:33].[Cu:13][C:14]#[N:15].[OH2:34]>>[c:2]1([C:14]#[N:15])[cH:3][c:4]([F:12])[c:5]([C:6](=[O:7])[O:8][CH3:9])[cH:10][cH:11]1. The product is NC1=NC(=C2N=CN(C2=N1)[C@H]1C[C@@H]([C@H](O1)CO)F)NC1=CC=CC=C1 (2-amino-9-(2,3-dideoxy-3-fluoro-β-D-erythro-pentofuranosyl)-6-phenylamino-9H-purine). Run in CO (MeOH), P(=O)([O-])([O-])[O-].[K+].[K+].[K+] (potassium phosphate). Starting materials: [C@@H]1(C[C@H](O)[C@@H](CO)O1)N1C(=O)NC(=O)C(C)=C1 (thymidine), NC1=NC(=C2N=CNC2=N1)NC1=CC=CC=C1 (2-Amino-6-phenylamino-9H-purine), Purine nucleoside, F[C@H]1C[C@@H](O[C@@H]1CO)N1C(=O)NC(=O)C=C1 (2',3'-dideoxy-3'-fluorouridine), [N-]=[N+]=[N-].[K+] (potassium azide). Procedure: 2-Amino-6-phenylamino-9H-purine (0.63 g, 2.7 mmoles) and 2',3'-dideoxy-3'-fluorouridine (0.50 g, 2.2 mmoles) were suspended in 50 ml, 10 mM potassium phosphate buffer, pH 7.0, containing 0.04% potassium azide. Purine nucleoside phosphorylase (1120 I.U.) and thymidine phosphorylase (10,000 I.U.) (Krenitsky et al., Biochemistry, 20, 3615 (1981) and U.S. Pat. No. 4,381,344) immobilized on DEAE cellulose was added to the reaction and the suspension was stirred at 45° C. After 2 days, 100 ml MeOH was... Reaction SMILES: [NH2:1][C:2]1[N:10]=[C:9]2[C:5]([N:6]=[CH:7][NH:8]2)=[C:4]([NH:11][C:12]2[CH:17]=[CH:16][CH:15]=[CH:14][CH:13]=2)[N:3]=1.[F:18][C@@H:19]1[C@@H:23]([CH2:24][OH:25])[O:22][C@@H:21](N2C=CC(=O)NC2=O)[CH2:20]1.[N-]=[N+]=[N-].[K+].[C@@H]1(N2C=C(C)C(=O)NC2=O)O[C@H](CO)[C@@H](O)C1>P([O-])([O-])([O-])=O.[K+].[K+].[K+].CO>[NH2:1][C:2]1[N:10]=[C:9]2[C:5]([N:6]=[CH:7][N:8]2[C@@H:21]2[O:22][C@H:23]([CH2:24][OH:25])[C@@H:19]([F:18])[CH2:20]2)=[C:4]([NH:11][C:12]2[CH:17]=[CH:16][CH:15]=[CH:14][CH:13]=2)[N:3]=1 |f:2.3,5.6.7.8|. The yield is 48.0%. Reaction conditions: temperature 45 celsius, time 2 day. Reactants: Cc1ncc(Br)cc1[N+](=O)[O-], O=C([O-])[O-], C1COCCO1, CN1CCNCC1, [Cs+], [Cs+], O=C(C=Cc1ccccc1)C=Cc1ccccc1, O=C(C=Cc1ccccc1)C=Cc1ccccc1, O=C(C=Cc1ccccc1)C=Cc1ccccc1, [Pd], [Pd], CC1(C)c2cccc(P(c3ccccc3)c3ccccc3)c2Oc2c(P(c3ccccc3)c3ccccc3)cccc21. The product is Cc1ncc(N2CCN(C)CC2)cc1[N+](=O)[O-]. Reaction SMILES: [Br:8][c:9]1[cH:10][c:11]([N+:16](=[O:17])[O-:18])[c:12]([CH3:15])[n:13][cH:14]1.[C:61](=[O:62])([O-:63])[O-:64].[CH2:67]1[O:68][CH2:69][CH2:70][O:71][CH2:72]1.[CH3:1][N:2]1[CH2:3][CH2:4][NH:5][CH2:6][CH2:7]1.[Cs+:65].[Cs+:66].[O:111]=[C:112]([CH:113]=[CH:114][c:115]1[cH:116][cH:117][cH:118][cH:119][cH:120]1)[CH:121]=[CH:122][c:123]1[cH:124][cH:125][cH:126][cH:127][cH:128]1.[O:75]=[C:76]([CH:77]=[CH:78][c:79]1[cH:80][cH:81][cH:82][cH:83][cH:84]1)[CH:85]=[CH:86][c:87]1[cH:88][cH:89][cH:90][cH:91][cH:92]1.[O:93]=[C:94]([CH:95]=[CH:96][c:97]1[cH:98][cH:99][cH:100][cH:101][cH:102]1)[CH:103]=[CH:104][c:105]1[cH:106][cH:107][cH:108][cH:109][cH:110]1.[Pd:73].[Pd:74].[c:19]1([P:20]([c:21]2[cH:22][cH:23][cH:24][cH:25][cH:26]2)[c:27]2[c:28]3[c:52]([cH:53][cH:54][cH:55]2)[C:49]([CH3:50])([CH3:51])[c:31]2[c:30]([c:35]([P:36]([c:37]4[cH:38][cH:39][cH:40][cH:41][cH:42]4)[c:43]4[cH:44][cH:45][cH:46][cH:47][cH:48]4)[cH:34][cH:33][cH:32]2)[O:29]3)[cH:56][cH:57][cH:58][cH:59][cH:60]1>>[CH3:1][N:2]1[CH2:3][CH2:4][N:5]([c:9]2[cH:10][c:11]([N+:16](=[O:17])[O-:18])[c:12]([CH3:15])[n:13][cH:14]2)[CH2:6][CH2:7]1. Reactants: solution, C[Li].[I-].[Li+] (methyllithium lithium iodide), C(C)[C@]12CC([C@@](C[C@H]2CCC2=CC(=CC=C12)O)(C=1C=NC=CC1)O)=O ((2R,4aR,10aR)-4a-Ethyl-2,7-dihydroxy-2-pyridin-3-yl-1,4,4a,9,10,10a-hexahydro-2H-phenanthren-3-one), C[Li].[I-].[Li+] (methyllithium lithium iodide). Run in O1CCCC1 (tetrahydrofuran), O1CCCC1 (tetrahydrofuran). Reaction conditions: temperature 0 celsius, time 5 hour. The product is C(C)[C@]12C[C@]([C@](C[C@H]2CCC2=CC(=CC=C12)O)(O)C=1C=NC=CC1)(O)C ((2R,3R,4aR,10aR)-4a-Ethyl-3-methyl-2-pyridin-3-yl-1,2,3,4,4a,9,10,10a-octahydrophenanthrene-2,3,7-triol). Isolated yield 6.3%. RXN SMILES: [CH2:1]([C@:3]12[C:16]3[C:11](=[CH:12][C:13]([OH:17])=[CH:14][CH:15]=3)[CH2:10][CH2:9][C@@H:8]1[CH2:7][C@@:6]([OH:24])([C:18]1[CH:19]=[N:20][CH:21]=[CH:22][CH:23]=1)[C:5](=[O:25])[CH2:4]2)[CH3:2].[CH3:26][Li].[I-].[Li+]>O1CCCC1>[CH2:1]([C@:3]12[C:16]3[C:11](=[CH:12][C:13]([OH:17])=[CH:14][CH:15]=3)[CH2:10][CH2:9][C@@H:8]1[CH2:7][C@:6]([C:18]1[CH:19]=[N:20][CH:21]=[CH:22][CH:23]=1)([OH:24])[C@:5]([CH3:26])([OH:25])[CH2:4]2)[CH3:2] |f:1.2.3|. Reported procedure: A solution of (2R,4aR,10aR)-4a-Ethyl-2,7-dihydroxy-2-pyridin-3-yl-1,4,4a,9,10,10a-hexahydro-2H-phenanthren-3-one (30 mg, 0.09 mmol) in tetrahydrofuran (8 mL) was cooled to 0° C. A 1.0 M solution of methyllithium/lithium iodide complex in tetrahydrofuran (0.43 mL, 0.43 mmol) was added and the mixture was allowed to stir from 0° C. to room temperature over 5 hours. The solution was cooled to 0° C. and additional 1.0 M methyllithium/lithium iodide solution (0.2 mL, 0.2 mmol) was added. After the mi... The reactants are CCOC(C(=O)NCc1ccc(C#N)cc1)c1c(F)cc(-c2ccccc2O)cc1F, OCCOCc1ccccc1, C1CCOC1, CCOC(=O)N=NC(=O)OCC, c1ccc(P(c2ccccc2)c2ccccc2)cc1. Yields the product CCOC(C(=O)NCc1ccc(C#N)cc1)c1c(F)cc(-c2ccccc2OCCOCc2ccccc2)cc1F. Reaction SMILES: [C:1](#[N:2])[c:3]1[cH:4][cH:5][c:6]([CH2:7][NH:8][C:9]([CH:10]([O:11][CH2:12][CH3:13])[c:14]2[c:15]([F:28])[cH:16][c:17](-[c:21]3[c:22]([OH:27])[cH:23][cH:24][cH:25][cH:26]3)[cH:18][c:19]2[F:20])=[O:29])[cH:30][cH:31]1.[CH2:32]([c:33]1[cH:34][cH:35][cH:36][cH:37][cH:38]1)[O:39][CH2:40][CH2:41][OH:42].[CH2:74]1[O:75][CH2:76][CH2:77][CH2:78]1.[O:43]=[C:44]([O:45][CH2:46][CH3:47])[N:48]=[N:49][C:50]([O:51][CH2:52][CH3:53])=[O:54].[c:55]1([P:56]([c:57]2[cH:58][cH:59][cH:60][cH:61][cH:62]2)[c:63]2[cH:64][cH:65][cH:66][cH:67][cH:68]2)[cH:69][cH:70][cH:71][cH:72][cH:73]1>>[C:1](#[N:2])[c:3]1[cH:4][cH:5][c:6]([CH2:7][NH:8][C:9]([CH:10]([O:11][CH2:12][CH3:13])[c:14]2[c:15]([F:28])[cH:16][c:17](-[c:21]3[c:22]([O:27][CH2:41][CH2:40][O:39][CH2:32][c:33]4[cH:34][cH:35][cH:36][cH:37][cH:38]4)[cH:23][cH:24][cH:25][cH:26]3)[cH:18][c:19]2[F:20])=[O:29])[cH:30][cH:31]1. The reactants are C([O-])([O-])=O.[K+].[K+] (potassium carbonate), C(C)(C)C1=CC=C(C=C1)C=1N=C(SC1)NS(=O)(=O)C1=C(C=CC(=C1)OC)OC (N-[4-(4-isopropyl-phenyl)-thiazol-2-yl]-2,5-dimethoxy-benzenesulfonamide), BrCC(=O)OC(C)(C)C (tert-butyl bromoacetate). Run in CN(C)C=O (DMF). Product: C(C)(C)(C)OC(CN(C=1SC=C(N1)C1=CC=C(C=C1)C(C)C)S(=O)(=O)C1=C(C=CC(=C1)OC)OC)=O ({(2,5-Dimethoxy-benzenesulfonyl)-[4-(4-isopropyl-phenyl)-thiazol-2-yl]-amino}-acetic acid tert-butyl ester), compound. Yield: 69.3%. Reaction SMILES: [CH:1]([C:4]1[CH:9]=[CH:8][C:7]([C:10]2[N:11]=[C:12]([NH:15][S:16]([C:19]3[CH:24]=[C:23]([O:25][CH3:26])[CH:22]=[CH:21][C:20]=3[O:27][CH3:28])(=[O:18])=[O:17])[S:13][CH:14]=2)=[CH:6][CH:5]=1)([CH3:3])[CH3:2].Br[CH2:30][C:31]([O:33][C:34]([CH3:37])([CH3:36])[CH3:35])=[O:32].C(=O)([O-])[O-].[K+].[K+]>CN(C=O)C>[C:34]([O:33][C:31](=[O:32])[CH2:30][N:15]([S:16]([C:19]1[CH:24]=[C:23]([O:25][CH3:26])[CH:22]=[CH:21][C:20]=1[O:27][CH3:28])(=[O:18])=[O:17])[C:12]1[S:13][CH:14]=[C:10]([C:7]2[CH:8]=[CH:9][C:4]([CH:1]([CH3:3])[CH3:2])=[CH:5][CH:6]=2)[N:11]=1)([CH3:37])([CH3:36])[CH3:35] |f:2.3.4|. Reported procedure: {(2,5-Dimethoxy-benzenesulfonyl)-[4-(4-isopropyl-phenyl)-thiazol-2-yl]-amino}-acetic acid tert-butyl ester was prepared following general procedure F using N-[4-(4-isopropyl-phenyl)-thiazol-2-yl]-2,5-dimethoxy-benzenesulfonamide (126 mg, 0.3 mmol), tert-butyl bromoacetate (90.4 μL, 98%, 0.6 mmol), potassium carbonate (124 mg, 0.9 mmol) and DMF (1 mL). Purification (silica gel, ethyl acetate/hexanes 1:4) gave the product compound (111 mg, 0.208 mmol). LCMS m/z: 533 (M+1)+.